Dataset: the Open Reaction Database (ORD), a public repository of structured organic reaction records. Task: describe an organic reaction: reactants, conditions, products, and yield Product: CC1(C)C(C=C(Cl)c2ccc(Cl)cc2)C1C(=O)OC(C#N)c1cccc(Oc2ccccc2)n1. Reactants: [Br-], CCCCCC, CCCC[N+](CCCC)(CCCC)CCCC, Cc1ccccc1, O=Cc1cccc(Oc2ccccc2)n1, [Cl-], CC1(C)C(C=C(Cl)c2ccc(Cl)cc2)C1C(=O)O, N#C[Na], O. As a reaction SMILES: [Br-:45].[CH3:39][CH2:40][CH2:41][CH2:42][CH2:43][CH3:44].[CH3:46][CH2:47][CH2:48][CH2:49][N+:50]([CH2:51][CH2:52][CH2:53][CH3:54])([CH2:55][CH2:56][CH2:57][CH3:58])[CH2:59][CH2:60][CH2:61][CH3:62].[CH3:63][c:64]1[cH:65][cH:66][cH:67][cH:68][cH:69]1.[CH:24](=[O:25])[c:26]1[n:27][c:28]([O:32][c:33]2[cH:34][cH:35][cH:36][cH:37][cH:38]2)[cH:29][cH:30][cH:31]1.[Cl-:1].[Cl:2][C:3](=[CH:4][CH:5]1[C:6]([CH3:11])([CH3:12])[CH:7]1[C:8](=[O:9])[OH:10])[c:13]1[cH:14][cH:15][c:16]([Cl:19])[cH:17][cH:18]1.[Na:20][C:21]#[N:22].[OH2:23]>>[Cl:2][C:3](=[CH:4][CH:5]1[C:6]([CH3:11])([CH3:12])[CH:7]1[C:8](=[O:9])[O:10][CH:24]([C:21]#[N:22])[c:26]1[n:27][c:28]([O:32][c:33]2[cH:34][cH:35][cH:36][cH:37][cH:38]2)[cH:29][cH:30][cH:31]1)[c:13]1[cH:14][cH:15][c:16]([Cl:19])[cH:17][cH:18]1. Product: CCCC(O)(C#Cc1cccc(CCCN)c1)CCC. As a reaction SMILES: [CH3:29][OH:30].[F:1][C:2]([F:3])([F:4])[C:25]([NH:5][CH2:6][CH2:7][CH2:8][c:9]1[cH:10][c:11]([C:15]#[C:16][C:17]([CH2:18][CH2:19][CH3:20])([CH2:21][CH2:22][CH3:23])[OH:24])[cH:12][cH:13][cH:14]1)=[O:26].[NH4+:28].[OH-:27]>>[NH2:5][CH2:6][CH2:7][CH2:8][c:9]1[cH:10][c:11]([C:15]#[C:16][C:17]([CH2:18][CH2:19][CH3:20])([CH2:21][CH2:22][CH3:23])[OH:24])[cH:12][cH:13][cH:14]1. Starting materials: CO, CCCC(O)(C#Cc1cccc(CCCNC(=O)C(F)(F)F)c1)CCC, [NH4+], [OH-]. The reactants are CC(C)(C)OC(=O)N1CCC(Oc2c(F)cc3cnccc3c2F)CC1, Cl. Yields the product Fc1cc2cnccc2c(F)c1OC1CCNCC1. RXN SMILES: [C:1]([O:2][C:3](=[O:4])[N:8]1[CH2:9][CH2:10][CH:11]([O:14][c:15]2[c:16]([F:26])[c:17]3[cH:18][cH:19][n:20][cH:21][c:22]3[cH:23][c:24]2[F:25])[CH2:12][CH2:13]1)([CH3:5])([CH3:6])[CH3:7].[ClH:27]>>[NH:8]1[CH2:9][CH2:10][CH:11]([O:14][c:15]2[c:16]([F:26])[c:17]3[cH:18][cH:19][n:20][cH:21][c:22]3[cH:23][c:24]2[F:25])[CH2:12][CH2:13]1. The reactants are CC(C)CNNC(=O)C(CC(C)C)C(CC=Cc1ccccc1)C(=O)OC(C)(C)C, CN(C)c1ccncc1, COC(=O)Cl, ClCCl, c1ccncc1. Product: COC(=O)N(CC(C)C)NC(=O)C(CC(C)C)C(CC=Cc1ccccc1)C(=O)OC(C)(C)C. As a reaction SMILES: [C:1]([CH3:2])([CH3:3])([CH3:4])[O:5][C:6](=[O:7])[CH:8]([CH2:9][CH:10]=[CH:11][c:12]1[cH:13][cH:14][cH:15][cH:16][cH:17]1)[CH:18]([C:19](=[O:20])[NH:21][NH:22][CH2:23][CH:24]([CH3:25])[CH3:26])[CH2:27][CH:28]([CH3:29])[CH3:30].[CH3:45][N:46]([CH3:47])[c:48]1[cH:49][cH:50][n:51][cH:52][cH:53]1.[Cl:37][C:38](=[O:39])[O:40][CH3:41].[Cl:42][CH2:43][Cl:44].[cH:31]1[cH:32][cH:33][n:34][cH:35][cH:36]1>>[C:1]([CH3:2])([CH3:3])([CH3:4])[O:5][C:6](=[O:7])[CH:8]([CH2:9][CH:10]=[CH:11][c:12]1[cH:13][cH:14][cH:15][cH:16][cH:17]1)[CH:18]([C:19](=[O:20])[NH:21][N:22]([CH2:23][CH:24]([CH3:25])[CH3:26])[C:38](=[O:39])[O:40][CH3:41])[CH2:27][CH:28]([CH3:29])[CH3:30]. Starting materials: OC1=C2C(=NC=C1C(=O)O)N(N=C2C)C2=NC=CC=C2 (4-hydroxy-3-methyl-1-(2-pyridinyl)-1H-pyrazolo[3,4-b]pyridine-5-carboxylic acid), [OH-].[Na+] (sodium hydroxide). The solvent is P(O)(O)(O)=O (phosphoric acid). Reaction conditions: temperature 180 celsius, time 12 hour. Yields the product CC1=NN(C=2N=CC=C(C21)O)C2=NC=CC=C2 (3-Methyl-1-(2-pyridinyl)-1H-pyrazolo[3,4-b]pyridin-4-ol). The yield is 15.2%. Reaction SMILES: [OH:1][C:2]1[C:7](C(O)=O)=[CH:6][N:5]=[C:4]2[N:11]([C:15]3[CH:20]=[CH:19][CH:18]=[CH:17][N:16]=3)[N:12]=[C:13]([CH3:14])[C:3]=12.[OH-].[Na+]>P(=O)(O)(O)O>[CH3:14][C:13]1[C:3]2[C:2]([OH:1])=[CH:7][CH:6]=[N:5][C:4]=2[N:11]([C:15]2[CH:20]=[CH:19][CH:18]=[CH:17][N:16]=2)[N:12]=1 |f:1.2|. Procedure details: A suspension of 4-hydroxy-3-methyl-1-(2-pyridinyl)-1H-pyrazolo[3,4-b]pyridine-5-carboxylic acid (2.0 g, 6.7 mmol) in phosphoric acid (10 mL) was heated and stirred at 180° C. for 12 hours. The reaction solution was cooled to room temperature, neutralized by the addition of an aqueous sodium hydroxide solution, and organic matter was extracted with chloroform. The extract was washed with saturated brine and water, and dried over anhydrous magnesium sulfate, and the solvent was evaporated under re...